Dataset: the Open Reaction Database (ORD), a public repository of structured organic reaction records. Task: describe an organic reaction: reactants, conditions, products, and yield The yield is 84.0%. Reactants: O=C(N1C=CC=2C(F)=CC=CC21)C(C)(C)C. The product is FC1=CC=C(B2OC(C)(C)C(O2)(C)C)C=3NC=CC13. Reaction conditions: temperature 25 celsius, time 16 hour. Reagents/catalysts: BrB(Br)Br, OC(C)(C)C(O)(C)C. Reactants: COC1=CC=C(CN2N=CN=C2CN2CC3=CC=C(C=C3CC2)[N+](=O)[O-])C=C1 (2-[2-(4-Methoxybenzyl)-2H-[1,2,4]triazol-3-ylmethyl]-6-nitro-1,2,3,4-tetrahydro-isoquinoline). Reagents/catalysts: [Pd] (Pd/C). The solvent is CO (methanol). Yields the product NC=1C=C2CCN(CC2=CC1)CC=1N(N=CN1)CC1=CC=C(C=C1)OC (6-Amino-2-(2-(4-methoxy-benzyl)-2H-[1,2,4]triazol-3-ylmethyl)-1,2,3,4-tetrahydro-isoquinoline). Isolated yield 87.0%. Reaction SMILES: [CH3:1][O:2][C:3]1[CH:28]=[CH:27][C:6]([CH2:7][N:8]2[C:12]([CH2:13][N:14]3[CH2:23][CH2:22][C:21]4[C:16](=[CH:17][CH:18]=[C:19]([N+:24]([O-])=O)[CH:20]=4)[CH2:15]3)=[N:11][CH:10]=[N:9]2)=[CH:5][CH:4]=1>CO.[Pd]>[NH2:24][C:19]1[CH:20]=[C:21]2[C:16](=[CH:17][CH:18]=1)[CH2:15][N:14]([CH2:13][C:12]1[N:8]([CH2:7][C:6]3[CH:5]=[CH:4][C:3]([O:2][CH3:1])=[CH:28][CH:27]=3)[N:9]=[CH:10][N:11]=1)[CH2:23][CH2:22]2. Procedure: 2-[2-(4-Methoxybenzyl)-2H-[1,2,4]triazol-3-ylmethyl]-6-nitro-1,2,3,4-tetrahydro-isoquinoline (0.5 g, 1.3 mmol) was hydrogenated in methanol (25 mL) over 10% Pd/C (0.25 g) at 50 psi (about 345 kPa) for three hours. The reaction mixture was filtered and the solvent was evaporated in vacuo. Ethyl acetate and water were added and the pH was adjusted to 10 with solid sodium carbonate. The layers were separated and the aqueous layer was extracted with additional ethyl acetate. The combined organic lay... The reactants are Hexadecyltributyl phosphonium hectorite, [OH-].[Na+] (sodium hydroxide), BrCCCCC (1-bromopentane), C(C1=CC=CC=C1)C#N (benzyl cyanide). The product is C(#N)C(CCCCC)C1=CC=CC=C1 (1-cyano-1-phenyl hexane). Yield: 82.0%. RXN SMILES: [OH-].[Na+].Br[CH2:4][CH2:5][CH2:6][CH2:7][CH3:8].[CH2:9]([C:16]#[N:17])[C:10]1[CH:15]=[CH:14][CH:13]=[CH:12][CH:11]=1>>[C:16]([CH:9]([C:10]1[CH:15]=[CH:14][CH:13]=[CH:12][CH:11]=1)[CH2:4][CH2:5][CH2:6][CH2:7][CH3:8])#[N:17] |f:0.1|. Procedure details: Hexadecyltributyl phosphonium hectorite (0.050 mmol) was mixed with 2.0 ml of 50 wt % of aqueous sodium hydroxide, 1-bromopentane (5.0 mmol) and benzyl cyanide 95.0 mmol). After reaction at 50° C. for 2 hr, the emulsion was broken by centrifugation and 1-cyano-1-phenyl hexane was obtained in 82.0% yield.